Dataset: the Open Reaction Database (ORD), a public repository of structured organic reaction records. Task: describe an organic reaction: reactants, conditions, products, and yield The reactants are Brc1ccc(CN2CCOC(c3ccccc3)C2)cc1, CCO, Cc1ccccc1, OB(O)c1ccccc1C(F)(F)F, [Na+], [Na+], O=C([O-])[O-], c1ccc(P(c2ccccc2)(c2ccccc2)[Pd](P(c2ccccc2)(c2ccccc2)c2ccccc2)(P(c2ccccc2)(c2ccccc2)c2ccccc2)P(c2ccccc2)(c2ccccc2)c2ccccc2)cc1. Product: FC(F)(F)c1ccccc1-c1ccc(CN2CCOC(c3ccccc3)C2)cc1. Reaction SMILES: [Br:1][c:2]1[cH:3][cH:4][c:5]([CH2:6][N:7]2[CH2:8][CH:9]([c:13]3[cH:14][cH:15][cH:16][cH:17][cH:18]3)[O:10][CH2:11][CH2:12]2)[cH:19][cH:20]1.[CH3:124][CH2:125][OH:126].[CH3:40][c:41]1[cH:42][cH:43][cH:44][cH:45][cH:46]1.[F:21][C:22]([c:23]1[c:24]([B:29]([OH:30])[OH:31])[cH:25][cH:26][cH:27][cH:28]1)([F:32])[F:33].[Na+:34].[Na+:35].[O-:36][C:37](=[O:38])[O-:39].[cH:47]1[cH:48][cH:49][c:50]([P:51]([Pd:52]([P:53]([c:54]2[cH:55][cH:56][cH:57][cH:58][cH:59]2)([c:60]2[cH:61][cH:62][cH:63][cH:64][cH:65]2)[c:66]2[cH:67][cH:68][cH:69][cH:70][cH:71]2)([P:72]([c:73]2[cH:74][cH:75][cH:76][cH:77][cH:78]2)([c:79]2[cH:80][cH:81][cH:82][cH:83][cH:84]2)[c:85]2[cH:86][cH:87][cH:88][cH:89][cH:90]2)[P:91]([c:92]2[cH:93][cH:94][cH:95][cH:96][cH:97]2)([c:98]2[cH:99][cH:100][cH:101][cH:102][cH:103]2)[c:104]2[cH:105][cH:106][cH:107][cH:108][cH:109]2)([c:110]2[cH:111][cH:112][cH:113][cH:114][cH:115]2)[c:116]2[cH:117][cH:118][cH:119][cH:120][cH:121]2)[cH:122][cH:123]1>>[c:2]1(-[c:24]2[c:23]([C:22]([F:21])([F:32])[F:33])[cH:28][cH:27][cH:26][cH:25]2)[cH:3][cH:4][c:5]([CH2:6][N:7]2[CH2:8][CH:9]([c:13]3[cH:14][cH:15][cH:16][cH:17][cH:18]3)[O:10][CH2:11][CH2:12]2)[cH:19][cH:20]1.